Dataset: the Open Reaction Database (ORD), a public repository of structured organic reaction records. Task: describe an organic reaction: reactants, conditions, products, and yield Starting materials: C1CCOC1, CO, [Li+], CCOC(=O)c1nc(C2CCC3(CC2)OCCO3)ccc1N, [OH-], O. The product is Nc1ccc(C2CCC3(CC2)OCCO3)nc1C(=O)O. As a reaction SMILES: [CH2:27]1[O:28][CH2:29][CH2:30][CH2:31]1.[CH3:23][OH:24].[Li+:25].[NH2:1][c:2]1[c:3]([C:18](=[O:19])[O:20][CH2:21][CH3:22])[n:4][c:5]([CH:8]2[CH2:9][CH2:10][C:11]3([O:12][CH2:13][CH2:14][O:15]3)[CH2:16][CH2:17]2)[cH:6][cH:7]1.[OH-:26].[OH2:32]>>[NH2:1][c:2]1[c:3]([C:18](=[O:19])[OH:20])[n:4][c:5]([CH:8]2[CH2:9][CH2:10][C:11]3([O:12][CH2:13][CH2:14][O:15]3)[CH2:16][CH2:17]2)[cH:6][cH:7]1. Starting materials: BrC=1C=C2C=CC3=C(C(OC3=O)OC)C2=CC1 (7-Bromo-1-methoxynaphtho[1,2-c]furan-3(1H)-one), CO.CN (methylamine methanol). Run in C1CCOC1 (THF). Reaction conditions: time 1 hour. The product is BrC1=CC2=C(C=3C(N(C(C3C=C2)=O)C)O)C=C1 (7-bromo-1-hydroxy-2-methyl-1,2-dihydro-3H-benzo[e]isoindol-3-one). As a reaction SMILES: [Br:1][C:2]1[CH:3]=[C:4]2[C:15](=[CH:16][CH:17]=1)[C:8]1[CH:9](OC)[O:10][C:11](=[O:12])[C:7]=1[CH:6]=[CH:5]2.CO.[CH3:20][NH2:21]>C1COCC1>[Br:1][C:2]1[CH:17]=[CH:16][C:15]2[C:8]3[CH:9]([OH:10])[N:21]([CH3:20])[C:11](=[O:12])[C:7]=3[CH:6]=[CH:5][C:4]=2[CH:3]=1 |f:1.2|. Reported procedure: 7-Bromo-1-methoxynaphtho[1,2-c]furan-3(1H)-one (1.03 g) was dissolved in THF (10 mL), and 40% methylamine methanol solution (10 mL) was added. The reaction mixture was stirred at room temperature for 1 hr., and the solvent was evaporated to give the title compound (1.03 g) as pale-yellow crystals. Reaction SMILES: [Br:17].[BrH:16].[F:1][C:2]([c:3]1[cH:4][c:5]([S:10](=[O:11])(=[O:12])[NH2:13])[cH:6][cH:7][c:8]1[NH2:9])([F:14])[F:15].[OH2:18]>>[F:1][C:2]([c:3]1[cH:4][c:5]([S:10](=[O:11])(=[O:12])[NH2:13])[cH:6][c:7]([Br:16])[c:8]1[NH2:9])([F:14])[F:15]. Starting materials: Br, Br, Nc1ccc(S(N)(=O)=O)cc1C(F)(F)F, O. The product is Nc1c(Br)cc(S(N)(=O)=O)cc1C(F)(F)F. The reactants are CS(C)=O, CC(=O)N1CCc2nc(Nc3ccc(-c4cnco4)cc3)nc(OS(=O)(=O)C(F)(F)F)c2C1, Nc1cccc(CO)c1. Product: CC(=O)N1CCc2nc(Nc3ccc(-c4cnco4)cc3)nc(Nc3cccc(CO)c3)c2C1. Reaction SMILES: [CH3:43][S:44]([CH3:45])=[O:46].[F:1][C:2]([F:3])([F:4])[S:5]([O:6][c:7]1[c:8]2[c:9]([n:10][c:11]([NH:13][c:14]3[cH:15][cH:16][c:17](-[c:20]4[cH:21][n:22][cH:23][o:24]4)[cH:18][cH:19]3)[n:12]1)[CH2:25][CH2:26][N:27]([C:29]([CH3:30])=[O:31])[CH2:28]2)(=[O:32])=[O:33].[NH2:34][c:35]1[cH:36][c:37]([CH2:41][OH:42])[cH:38][cH:39][cH:40]1>>[c:7]1([NH:34][c:35]2[cH:36][c:37]([CH2:41][OH:42])[cH:38][cH:39][cH:40]2)[c:8]2[c:9]([n:10][c:11]([NH:13][c:14]3[cH:15][cH:16][c:17](-[c:20]4[cH:21][n:22][cH:23][o:24]4)[cH:18][cH:19]3)[n:12]1)[CH2:25][CH2:26][N:27]([C:29]([CH3:30])=[O:31])[CH2:28]2. Reactants: CCO, Cc1cc2c(cc1[N+](=O)[O-])=NC(=O)N=2. The product is Cc1cc2c(cc1N)=NC(=O)N=2. RXN SMILES: [CH3:15][CH2:16][OH:17].[CH3:1][c:2]1[cH:3][c:4]2[c:5]([cH:10][c:11]1[N+:12]([O-:13])=[O:14])=[N:6][C:7](=[O:9])[N:8]=2>>[CH3:1][c:2]1[cH:3][c:4]2[c:5]([cH:10][c:11]1[NH2:12])=[N:6][C:7](=[O:9])[N:8]=2. Reactants: CC(C)(NC(=O)CCl)c1cccc(Br)c1, CC(=O)O, CCO, NC(N)=S, O. Yields the product CC(C)(N)c1cccc(Br)c1. Reaction SMILES: [Br:1][c:2]1[cH:3][c:4]([C:8]([CH3:9])([CH3:10])[NH:11][C:12](=[O:13])[CH2:14][Cl:15])[cH:5][cH:6][cH:7]1.[CH3:20][C:21](=[O:22])[OH:23].[CH3:25][CH2:26][OH:27].[NH2:16][C:17](=[S:18])[NH2:19].[OH2:24]>>[Br:1][c:2]1[cH:3][c:4]([C:8]([CH3:9])([CH3:10])[NH2:11])[cH:5][cH:6][cH:7]1. Starting materials: O (water), SC1=CC=C(C=C1)CO ((4-mercaptophenyl)methanol), NC1=NC(=C(C(=N1)O)Br)C (2-amino-5-bromo-6-methylpyrimidin-4-ol), CO3, Cl (HCl). Solvent: C(CO)O (ethylene glycol). Conditions: temperature 155 celsius. The product is NC1=NC(=C(C(=N1)O)SC1=CC=C(C=C1)CO)C (2-Amino-5-(4-(hydroxymethyl)phenylthio)-6-methylpyrimidin-4-ol). Reaction SMILES: [SH:1][C:2]1[CH:7]=[CH:6][C:5]([CH2:8][OH:9])=[CH:4][CH:3]=1.[NH2:10][C:11]1[N:16]=[C:15]([OH:17])[C:14](Br)=[C:13]([CH3:19])[N:12]=1.O.Cl>C(O)CO>[NH2:10][C:11]1[N:16]=[C:15]([OH:17])[C:14]([S:1][C:2]2[CH:7]=[CH:6][C:5]([CH2:8][OH:9])=[CH:4][CH:3]=2)=[C:13]([CH3:19])[N:12]=1. Procedure: A stirred mixture of (4-mercaptophenyl)methanol (6.72 g), 2-amino-5-bromo-6-methylpyrimidin-4-ol (10.76 g) and K2 CO3 (7.29 g) in ethylene glycol (120 ml) was heated at 155° C. for 9 h. After cooling the mixture was poured into water (500 ml) and neutralised with conc. HCl. The precipitate was filtered, washed with water then 50% EtOH/ether and dried to give the subtitle compound as a solid, 6.7 g. 1H NMR DMSO-d6: δ11.07 (brs, 1H); 7.18 (d, 2H); 6.99 (d, 2H); 6.87 (brs, 2H); 5.09 (s, 1H); 4.41 (...